This data is from the Open Reaction Database (ORD), a public repository of structured organic reaction records. The task is: describe an organic reaction: reactants, conditions, products, and yield The reactants are ClC(Cl)Cl, Cn1c(=O)c(Oc2ccccc2F)cc2cnc(S(C)(=O)=O)nc21, NCc1ccoc1. Yields the product Cn1c(=O)c(Oc2ccccc2F)cc2cnc(NCc3ccoc3)nc21. As a reaction SMILES: [CH:32]([Cl:33])([Cl:34])[Cl:35].[F:1][c:2]1[c:3]([O:4][c:5]2[cH:6][c:7]3[c:8]([n:9][c:10]([S:13]([CH3:14])(=[O:15])=[O:16])[n:11][cH:12]3)[n:17]([CH3:20])[c:18]2=[O:19])[cH:21][cH:22][cH:23][cH:24]1.[o:25]1[cH:26][c:27]([CH2:30][NH2:31])[cH:28][cH:29]1>>[F:1][c:2]1[c:3]([O:4][c:5]2[cH:6][c:7]3[c:8]([n:9][c:10]([NH:31][CH2:30][c:27]4[cH:26][o:25][cH:29][cH:28]4)[n:11][cH:12]3)[n:17]([CH3:20])[c:18]2=[O:19])[cH:21][cH:22][cH:23][cH:24]1. Starting materials: CS(=O)(=O)C1=CC=C(C=C1)C(C(C(=O)OCC)CC1=CC(=CC=C1)OC(C(F)F)(F)F)O (ethyl (2RS,3RS)-3-[4-(methylsulfonyl)phenyl]-3-hydroxy-2-[3-(1,1,2,2-tetrafluoroethoxy)benzyl]propanoate), [OH-].[Na+] (sodium hydroxide), Cl (Hydrochloric acid). Run in C(C)O (ethanol). Conditions: time 1 hour. Yields the product CS(=O)(=O)C1=CC=C(C=C1)C(C(C(=O)O)CC1=CC(=CC=C1)OC(C(F)F)(F)F)O ((2RS,3RS)-3-[4-(methylsulfonyl)phenyl]-3-hydroxy-2-[3-(1,1,2,2-tetrafluoroethoxy)benzyl]propanoic acid). Reaction SMILES: [CH3:1][S:2]([C:5]1[CH:10]=[CH:9][C:8]([CH:11]([OH:32])[CH:12]([CH2:18][C:19]2[CH:24]=[CH:23][CH:22]=[C:21]([O:25][C:26]([F:31])([F:30])[CH:27]([F:29])[F:28])[CH:20]=2)[C:13]([O:15]CC)=[O:14])=[CH:7][CH:6]=1)(=[O:4])=[O:3].[OH-].[Na+].Cl>C(O)C>[CH3:1][S:2]([C:5]1[CH:6]=[CH:7][C:8]([CH:11]([OH:32])[CH:12]([CH2:18][C:19]2[CH:24]=[CH:23][CH:22]=[C:21]([O:25][C:26]([F:30])([F:31])[CH:27]([F:28])[F:29])[CH:20]=2)[C:13]([OH:15])=[O:14])=[CH:9][CH:10]=1)(=[O:3])=[O:4] |f:1.2|. Procedure details: To a solution of ethyl (2RS,3RS)-3-[4-(methylsulfonyl)phenyl]-3-hydroxy-2-[3-(1,1,2,2-tetrafluoroethoxy)benzyl]propanoate (2.55 g, 5.33 mmol) in ethanol (20 ml) was added 1N aqueous sodium hydroxide solution (10.7 ml, 10.7 mmol) and the mixture was stirred at room temperature for 1 hr. 1N Hydrochloric acid (30 ml) was added to acidify the reaction solution and the mixture was extracted with ethyl acetate (100 ml). The extract was washed with water, dried over anhydrous magnesium sulfate and evap...